The task is: describe an organic reaction: reactants, conditions, products, and yield. This data is from the Open Reaction Database (ORD), a public repository of structured organic reaction records. Starting materials: CCCCc1cc(C(=O)OC)nc(O)n1, COC(=O)c1cc(C)nc(O)n1, O=P(Cl)(Cl)Cl. The product is CCCCc1cc(C(=O)OC)nc(Cl)n1. Reaction SMILES: [CH2:1]([CH2:2][CH2:3][CH3:4])[c:5]1[cH:6][c:7]([C:12](=[O:13])[O:14][CH3:15])[n:8][c:9]([OH:11])[n:10]1.[CH3:21][c:22]1[n:23][c:24]([OH:25])[n:26][c:27]([C:28]([O:29][CH3:30])=[O:31])[cH:32]1.[P:16]([Cl:17])([Cl:18])([Cl:19])=[O:20]>>[CH2:1]([CH2:2][CH2:3][CH3:4])[c:5]1[cH:6][c:7]([C:12](=[O:13])[O:14][CH3:15])[n:8][c:9]([Cl:18])[n:10]1.